This data is from the Open Reaction Database (ORD), a public repository of structured organic reaction records. The task is: describe an organic reaction: reactants, conditions, products, and yield Starting materials: ClC1=NC(=NC(=C1)C(F)(F)F)C1=CC=NC=C1 (4-chloro-2-(4-pyridinyl)-6-(trifluoromethyl)pyrimidine), COC1=CC(=C(N)C=C1OC)C (4,5-dimethoxy-2-methylaniline). Yields the product Cl.COC1=CC(=C(NC2=NC(=NC(=C2)C(F)(F)F)C2=CC=NC=C2)C=C1OC)C (4-(4,5-Dimethoxy-2-methylanilino)-2-(4-pyridinyl)-6-(trifluoromethyl)pyrimidine hydrochloride), solid. Isolated yield 30.0%. RXN SMILES: [Cl:1][C:2]1[CH:7]=[C:6]([C:8]([F:11])([F:10])[F:9])[N:5]=[C:4]([C:12]2[CH:17]=[CH:16][N:15]=[CH:14][CH:13]=2)[N:3]=1.[CH3:18][O:19][C:20]1[C:26]([O:27][CH3:28])=[CH:25][C:23]([NH2:24])=[C:22]([CH3:29])[CH:21]=1>>[ClH:1].[CH3:18][O:19][C:20]1[C:26]([O:27][CH3:28])=[CH:25][C:23]([NH:24][C:2]2[CH:7]=[C:6]([C:8]([F:11])([F:10])[F:9])[N:5]=[C:4]([C:12]3[CH:17]=[CH:16][N:15]=[CH:14][CH:13]=3)[N:3]=2)=[C:22]([CH3:29])[CH:21]=1 |f:2.3|. Procedure: The title compound was prepared from a mixture of 4-chloro-2-(4-pyridinyl)-6-(trifluoromethyl)pyrimidine (50 mg, 0.193 mmol) and 4,5-dimethoxy-2-methylaniline (48 mg, 0.290 mmol) similar to Example 117 and isolated as a brown solid (23 mg, 30%). 1H NMR (CDCl3): 9.54 (dd, J=1.5, 4.5 Hz, 2H), 9.05 (dd, J=1.5, 4.5 Hz, 2H), 7.98 (s, 1H), 7.60 (s, 2H), 7.29 (s, 1H), 4.71 (s, 3H), 4.63 (s, 3H), 3.00 (s, 3H). The reagents and catalysts are [Br-].C(CCC)[P+](CCCC)(CCCC)CCCC (tetra-n-butylphosphonium bromide). Product: CSC1=CC(=CC(=C1)Cl)Cl (1-methylthio-3,5-dichlorobenzene). Reactants: ClC1=CC(=CC(=C1)Cl)Cl (1,3,5-trichlorobenzene), aqueous solution, aqueous solution, C[S-].[Na+] (sodium thiomethoxide). As a reaction SMILES: [Cl:1][C:2]1[CH:7]=[C:6](Cl)[CH:5]=[C:4]([Cl:9])[CH:3]=1.[CH3:10][S-:11].[Na+]>[Br-].C([P+](CCCC)(CCCC)CCCC)CCC>[CH3:10][S:11][C:6]1[CH:7]=[C:2]([Cl:1])[CH:3]=[C:4]([Cl:9])[CH:5]=1 |f:1.2,3.4|. Procedure: A 4-necked, 1-liter flask equipped with a stirrer, a thermometer and a condenser tube was charged with 181.5 g (1.00 mole) of 1,3,5-trichlorobenzene and 67.9 g (0.10 mole) of an aqueous solution of 50 wt % tetra-n-butylphosphonium bromide. 233.6 g (1.00 mole) of an aqueous solution of 30 wt % sodium thiomethoxide was added dropwise at 80° C. over a period of 6 hours. After addition, the mixture was reacted at the same temperature for 10 hours. After completion of reaction, 191.9 g of a crude 1-m...